Dataset: the Open Reaction Database (ORD), a public repository of structured organic reaction records. Task: describe an organic reaction: reactants, conditions, products, and yield Starting materials: C(#N)C=1C=C2C(=NC1)NC=C2C=2C=C(CNC(=O)C=1C(N(C=CC1)CC1=CC(=C(C=C1)F)F)=O)C=CC2 (1-(3,4-Difluoro-benzyl)-2-oxo-1,2-dihydro-pyridine-3-carboxylic acid 3-(5-cyano-1H-pyrrolo[2,3-b]pyridin-3-yl)-benzylamide), ClC=1C=C2C(=NC1)NC=C2I (5-Chloro-3-iodo-1H-pyrrolo[2,3-b]pyridine), substituted bicyclic heterocycle, FC=1C=C(CN2C(C(=CC=C2)C(=O)NCC=2C=C(C=CC2)B(O)O)=O)C=CC1F (3-({[1-(3,4-Difluoro-benzyl)-2-oxo-1,2-dihydro-pyridine-3-carbonyl]-amino}-methyl)-phenylboronic acid), [B] (boron). Yields the product ClC=1C=C2C(=NC1)NC=C2C=2C=C(CNC(=O)C=1C(N(C=CC1)CC1=CC(=C(C=C1)F)F)=O)C=CC2 (1-(3,4-Difluoro-benzyl)-2-oxo-1,2-dihydro-pyridine-3-carboxylic acid 3-(5-chloro-1H-pyrrolo[2,3-b]pyridin-3-yl)-benzylamide). RXN SMILES: C(C1C=C2C(C3C=C(C=CC=3)CNC(C3C(=O)N(CC4C=CC(F)=C(F)C=4)C=CC=3)=O)=CNC2=NC=1)#N.[F:38][C:39]1[CH:40]=[C:41]([CH:63]=[CH:64][C:65]=1[F:66])[CH2:42][N:43]1[CH:48]=[CH:47][CH:46]=[C:45]([C:49]([NH:51][CH2:52][C:53]2[CH:54]=[C:55](B(O)O)[CH:56]=[CH:57][CH:58]=2)=[O:50])[C:44]1=[O:62].[B].[Cl:68][C:69]1[CH:70]=[C:71]2[C:77](I)=[CH:76][NH:75][C:72]2=[N:73][CH:74]=1>>[Cl:68][C:69]1[CH:70]=[C:71]2[C:77]([C:55]3[CH:54]=[C:53]([CH:58]=[CH:57][CH:56]=3)[CH2:52][NH:51][C:49]([C:45]3[C:44](=[O:62])[N:43]([CH2:42][C:41]4[CH:63]=[CH:64][C:65]([F:66])=[C:39]([F:38])[CH:40]=4)[CH:48]=[CH:47][CH:46]=3)=[O:50])=[CH:76][NH:75][C:72]2=[N:73][CH:74]=1. Procedure details: Except where indicated, 1-(3,4-Difluoro-benzyl)-2-oxo-1,2-dihydro-pyridine-3-carboxylic acid 3-(5-chloro-1H-pyrrolo[2,3-b]pyridin-3-yl)-benzylamide was synthesized as per Example 68, 1-(3,4-Difluoro-benzyl)-2-oxo-1,2-dihydro-pyridine-3-carboxylic acid 3-(5-cyano-1H-pyrrolo[2,3-b]pyridin-3-yl)-benzylamide using 3-({[1-(3,4-Difluoro-benzyl)-2-oxo-1,2-dihydro-pyridine-3-carbonyl]-amino}-methyl)-phenylboronic acid as activated boron species and 5-Chloro-3-iodo-1H-pyrrolo[2,3-b]pyridine as substitute... Reactants: C(C)NCC (diethylamine), CN1N=NN=C1SCC=1CS[C@H]2N(C1C(=O)O)C(C2NC(C(=NOC(C)(OC)C)C=2N=C(SC2)NC(C2=CC=CC=C2)(C2=CC=CC=C2)C2=CC=CC=C2)=O)=O (3-[(1-methyl-5-tetrazolyl)-thiomethyl]-7-[2-(2-tritylamino-4-thiazolyl)-2-(1-methyl-1-methoxy-ethoxyimino)-acetamido]-ceph-3-eme-4-carboxylic acid), CCOCC (ether). The solvent is C(C)(=O)OCC (ethyl acetate). Product: CN1N=NN=C1SCC=1CS[C@H]2N(C1C(=O)O)C(C2NC(C(=NOC(C)(OC)C)C=2N=C(SC2)NC(C2=CC=CC=C2)(C2=CC=CC=C2)C2=CC=CC=C2)=O)=O.C(C)NCC (diethylamine 3-[(1-methyl-5-tetrazolyl)-thiomethyl]-7-[2-(2-tritylamino-4-thiazolyl)-2-(1-methyl-1-methoxy-ethoxyimino)-acetamido]-ceph-3-eme-4-carboxylate). As a reaction SMILES: [CH2:1]([NH:3][CH2:4][CH3:5])[CH3:2].[CH3:6][N:7]1[C:11]([S:12][CH2:13][C:14]2[CH2:15][S:16][C@@H:17]3[CH:24]([NH:25][C:26](=[O:60])[C:27]([C:35]4[N:36]=[C:37]([NH:40][C:41]([C:54]5[CH:59]=[CH:58][CH:57]=[CH:56][CH:55]=5)([C:48]5[CH:53]=[CH:52][CH:51]=[CH:50][CH:49]=5)[C:42]5[CH:47]=[CH:46][CH:45]=[CH:44][CH:43]=5)[S:38][CH:39]=4)=[N:28][O:29][C:30]([CH3:34])([O:32][CH3:33])[CH3:31])[C:23](=[O:61])[N:18]3[C:19]=2[C:20]([OH:22])=[O:21])=[N:10][N:9]=[N:8]1.CCOCC>C(OCC)(=O)C>[CH3:6][N:7]1[C:11]([S:12][CH2:13][C:14]2[CH2:15][S:16][C@@H:17]3[CH:24]([NH:25][C:26](=[O:60])[C:27]([C:35]4[N:36]=[C:37]([NH:40][C:41]([C:54]5[CH:55]=[CH:56][CH:57]=[CH:58][CH:59]=5)([C:42]5[CH:47]=[CH:46][CH:45]=[CH:44][CH:43]=5)[C:48]5[CH:53]=[CH:52][CH:51]=[CH:50][CH:49]=5)[S:38][CH:39]=4)=[N:28][O:29][C:30]([CH3:34])([O:32][CH3:33])[CH3:31])[C:23](=[O:61])[N:18]3[C:19]=2[C:20]([OH:22])=[O:21])=[N:10][N:9]=[N:8]1.[CH2:1]([NH:3][CH2:4][CH3:5])[CH3:2] |f:4.5|. Reported procedure: 0.5 ml of diethylamine were added to a solution of the product of Step A in 10 ml of ethyl acetate followed by addition of 100 ml of ether. The mixture was vacuum filtered to obtain 2.748 g of the syn isomer of diethylamine 3-[(1-methyl-5-tetrazolyl)-thiomethyl]-7-[2-(2-tritylamino-4-thiazolyl)-2-(1-methyl-1-methoxy-ethoxyimino)-acetamido]-ceph-3-eme-4-carboxylate. A mixture of the said product in 10 ml of acetone and 3.5 ml of N hydrochloric acid was stirred for 40 minutes and the acetone phase... Reactants: CCCCCCCCCCCCCCCCN, O=[N+]([O-])c1ccc(Cl)nc1, ClC(Cl)Cl, [Na+], O=C([O-])O, CN(C)C=O, O. Yields the product CCCCCCCCCCCCCCCCNc1ccc([N+](=O)[O-])cn1. As a reaction SMILES: [CH2:11]([CH2:12][CH2:13][CH2:14][CH2:15][CH2:16][CH2:17][CH2:18][CH2:19][CH2:20][CH2:21][CH2:22][CH2:23][CH2:24][CH2:25][CH3:26])[NH2:27].[Cl:1][c:2]1[n:3][cH:4][c:5]([N+:8](=[O:9])[O-:10])[cH:6][cH:7]1.[Cl:34][CH:35]([Cl:36])[Cl:37].[Na+:32].[O-:28][C:29]([OH:30])=[O:31].[O:38]=[CH:39][N:40]([CH3:41])[CH3:42].[OH2:33]>>[c:2]1([NH:27][CH2:11][CH2:12][CH2:13][CH2:14][CH2:15][CH2:16][CH2:17][CH2:18][CH2:19][CH2:20][CH2:21][CH2:22][CH2:23][CH2:24][CH2:25][CH3:26])[n:3][cH:4][c:5]([N+:8](=[O:9])[O-:10])[cH:6][cH:7]1. Reactants: N(=O)[O-].[Na+] (sodium nitrite), Br (HBr), NC1=C(C=C2C[C@@]3(C(NC4=NC=CC=C43)=O)CC2=C1)C#N ((2R)-6-amino-2′-oxo-1,1′,2′,3-tetrahydrospiro[indene-2,3′-pyrrolo[2,3-b]pyridine]-5-carbonitrile), Br (HBr), [NH4+].[OH-] (NH4OH). Reagents/catalysts: [Cu]Br (copper(I) bromide). Solvent: O (H2O), O (H2O). Reaction conditions: temperature 0 celsius, time 1 hour. Yields the product BrC1=C(C=C2C[C@@]3(C(NC4=NC=CC=C43)=O)CC2=C1)C#N ((2R)-6-Bromo-2′-oxo-1,1′,2′,3-tetrahydrospiro[indene-2,3′-pyrrolo[2,3-b]pyridine]-5-carbonitrile). Reaction SMILES: N[C:2]1[CH:19]=[C:18]2[C:5]([CH2:6][C@@:7]3([CH2:17]2)[C:15]2[C:10](=[N:11][CH:12]=[CH:13][CH:14]=2)[NH:9][C:8]3=[O:16])=[CH:4][C:3]=1[C:20]#[N:21].N([O-])=O.[Na+].[NH4+].[OH-].[BrH:28]>O.[Cu]Br>[Br:28][C:2]1[CH:19]=[C:18]2[C:5]([CH2:6][C@@:7]3([CH2:17]2)[C:15]2[C:10](=[N:11][CH:12]=[CH:13][CH:14]=2)[NH:9][C:8]3=[O:16])=[CH:4][C:3]=1[C:20]#[N:21] |f:1.2,3.4|. Procedure: To a suspension of (2R)-6-amino-2′-oxo-1,1′,2′,3-tetrahydrospiro[indene-2,3′-pyrrolo[2,3-b]pyridine]-5-carbonitrile from Step B (200 mg, 0.72 mmol) in 25% HBr at 0° C. was added a solution of sodium nitrite (61.4 mg, 0.89 mmol) in H2O (0.3 mL) dropwise. The cooled mixture was then added to a cooled solution of copper(I) bromide (107 mg, 0.746 mmol) in 48% HBr (0.557 mL, 4.92 mmol). The reaction mixture was stirred at 0° C. for 1 h then warmed to ambient temperature. H2O (5 mL) was added and the ... Reactants: ClC1=CC(=C(C2=C1C(NO2)C)N2C(NC(=CC2=O)C(F)(F)F)=O)F (3-[4-chloro-6-fluoro-3-methyl-1,2(2H)-benzisoxazol-7-yl]-6-trifluoromethyl-2,4(1H,3H)-pyrimidinedione), CI (methyl iodide), C([O-])([O-])=O.[K+].[K+] (potassium carbonate), C1CCOC1 (THF). Run in O (water). Run at time 5 hour. Product: ClC1=CC(=C(C2=C1CN(O2)C)N2C(N(C(=CC2=O)C(F)(F)F)C)=O)F (3-[4-chloro-6-fluoro-2-methyl-1,2(2H)-benzisoxazol-7-yl]-1-methyl-6-trifluoromethyl-2,4(1H,3H)-pyrimidinedione). Reaction SMILES: [Cl:1][C:2]1[C:7]2[CH:8](C)[NH:9][O:10][C:6]=2[C:5]([N:12]2[C:17](=[O:18])[CH:16]=[C:15]([C:19]([F:22])([F:21])[F:20])[NH:14][C:13]2=O)=[C:4]([F:24])[CH:3]=1.CI.[C:27](=[O:30])([O-])[O-].[K+].[K+].[CH2:33]1COCC1>O>[Cl:1][C:2]1[C:7]2[CH2:8][N:9]([CH3:33])[O:10][C:6]=2[C:5]([N:12]2[C:17](=[O:18])[CH:16]=[C:15]([C:19]([F:22])([F:21])[F:20])[N:14]([CH3:13])[C:27]2=[O:30])=[C:4]([F:24])[CH:3]=1 |f:2.3.4|. Procedure: A solution of 3-[4-chloro-6-fluoro-3-methyl-1,2(2H)-benzisoxazol-7-yl]-6-trifluoromethyl-2,4(1H,3H)-pyrimidinedione (3.5 g, 0.010 mole), methyl iodide (2.1 g, 0.014 mole), potassium carbonate (2.0 g, 0.003 mole), and THF (100 mL) was heated to reflux where it stirred for five hours. The reaction mixture was then cooled to ambient temperature where it stirred for about 72 hours. After this time, the reaction mixture was poured into water and thoroughly extracted with ether. The combined extracts ... The reactants are Brc1cnc(Br)s1, C1COCCN1, CCN(C(C)C)C(C)C. Product: Brc1cnc(N2CCOCC2)s1. Reaction SMILES: [Br:1][c:2]1[s:3][c:4]([Br:7])[cH:5][n:6]1.[CH2:8]1[CH2:9][O:10][CH2:11][CH2:12][NH:13]1.[CH:14]([N:15]([CH2:16][CH3:17])[CH:18]([CH3:19])[CH3:20])([CH3:21])[CH3:22]>>[c:2]1([N:13]2[CH2:8][CH2:9][O:10][CH2:11][CH2:12]2)[s:3][c:4]([Br:7])[cH:5][n:6]1. The reactants are CS(=O)(=O)Cl, CN1CCOCC1, CN(C)c1ccncc1, Cn1c(C(=O)NC2CCCCC2C(=O)NC(C#N)Cc2ccc(N)cc2)cc2ccccc21, CN(C)C=O. Yields the product Cn1c(C(=O)NC2CCCCC2C(=O)NC(C#N)Cc2ccc(NS(C)(=O)=O)cc2)cc2ccccc21. RXN SMILES: [CH3:34][S:35]([Cl:36])(=[O:37])=[O:38].[CH3:39][N:40]1[CH2:41][CH2:42][O:43][CH2:44][CH2:45]1.[CH3:51][N:52]([CH3:53])[c:54]1[cH:55][cH:56][n:57][cH:58][cH:59]1.[NH2:1][c:2]1[cH:3][cH:4][c:5]([CH2:6][CH:7]([C:8]#[N:9])[NH:10][C:11](=[O:12])[CH:13]2[CH:14]([NH:19][C:20](=[O:21])[c:22]3[n:23]([CH3:31])[c:24]4[cH:25][cH:26][cH:27][cH:28][c:29]4[cH:30]3)[CH2:15][CH2:16][CH2:17][CH2:18]2)[cH:32][cH:33]1.[O:46]=[CH:47][N:48]([CH3:49])[CH3:50]>>[NH:1]([c:2]1[cH:3][cH:4][c:5]([CH2:6][CH:7]([C:8]#[N:9])[NH:10][C:11](=[O:12])[CH:13]2[CH:14]([NH:19][C:20](=[O:21])[c:22]3[n:23]([CH3:31])[c:24]4[cH:25][cH:26][cH:27][cH:28][c:29]4[cH:30]3)[CH2:15][CH2:16][CH2:17][CH2:18]2)[cH:32][cH:33]1)[S:35]([CH3:34])(=[O:37])=[O:38]. Reactants: OC1CN(CC1)C(=O)OCC1=CC=CC=C1 (Benzyl 3-hydroxypyrrolidine-1-carboxylate), [Cr](=O)(=O)([O-])Cl.[NH+]1=CC=CC=C1 (pyridinium chlorochromate). Solvent: C(Cl)Cl (DCM). Conditions: time 72 hour. Yields the product O=C1CN(CC1)C(=O)OCC1=CC=CC=C1 (Benzyl 3-oxopyrrolidine-1-carboxylate). Yield: 27.2%. Reaction SMILES: [OH:1][CH:2]1[CH2:6][CH2:5][N:4]([C:7]([O:9][CH2:10][C:11]2[CH:16]=[CH:15][CH:14]=[CH:13][CH:12]=2)=[O:8])[CH2:3]1.[Cr](Cl)([O-])(=O)=O.[NH+]1C=CC=CC=1>C(Cl)Cl>[O:1]=[C:2]1[CH2:6][CH2:5][N:4]([C:7]([O:9][CH2:10][C:11]2[CH:16]=[CH:15][CH:14]=[CH:13][CH:12]=2)=[O:8])[CH2:3]1 |f:1.2|. Reported procedure: Benzyl 3-hydroxypyrrolidine-1-carboxylate (0.30 g, 1.34 mmol) was dissolved in DCM (20 mL) and pyridinium chlorochromate was added (0.44 g, 2.0 mmol). The resulting slurry was stirred at room temperature for 72 h. Benzyl 3-oxopyrrolidine-1-carboxylate (0.080 g, 27%) was isolated as a colorless oil by prep. HPLC YMC ODSA 30×100 mm, 20-100% MeOH/H2O (0.1% TFA) gradient over 10 mins at 20 mL/min flow rate at a retention time of 4.25 min. LCMS: 1.20 min [M+1] not observed (2 min gradient, MeOH/H2O 0... RXN SMILES: [NH:1]1[CH2:6][CH2:5][O:4][CH2:3][CH2:2]1.[CH:7]([Si:10]([CH:19]([CH3:21])[CH3:20])([CH:16]([CH3:18])[CH3:17])[N:11]1[CH:15]=[CH:14][CH:13]=[CH:12]1)([CH3:9])[CH3:8].[CH2:22]=O.[OH-].[Na+]>C(O)(=O)C.O>[CH:19]([Si:10]([CH:7]([CH3:9])[CH3:8])([CH:16]([CH3:18])[CH3:17])[N:11]1[CH:15]=[CH:14][C:13]([CH2:22][N:1]2[CH2:6][CH2:5][O:4][CH2:3][CH2:2]2)=[CH:12]1)([CH3:21])[CH3:20] |f:3.4|. Reaction conditions: time 8 hour. The reactants are ( 10-12 ), [OH-].[Na+] (NaOH), N1CCOCC1 (morpholine), C(C)(C)[Si](N1C=CC=C1)(C(C)C)C(C)C (1-triisopropylsilanyl-1H-pyrrole), C=O (formaldehyde). The product is C(C)(C)[Si](N1C=C(C=C1)CN1CCOCC1)(C(C)C)C(C)C (4-(1-Triisopropylsilanyl-1H-pyrrol-3-ylmethyl)-morpholine). Procedure details: To a solution of morpholine (98.5 mmoles) in acetic acid (100 ml) at 0° C. there are added 1-triisopropylsilanyl-1H-pyrrole (89.5 mmoles) and formaldehyde (89.5 mmoles) 37% in water. The reaction mixture is stirred overnight at ambient temperature. The solution is brought to alkaline pH (10-12) using 20% aqueous NaOH solution and is then extracted with DCM. The organic phase is washed with water and with saturated aqueous NaCl solution, dried over sodium sulphate, filtered and evaporated to dryn... Solvent: C(C)(=O)O (acetic acid), O (water). The reactants are BrC=1C(N(N=CC1Br)C1CC(CC(C1)(C)C)(C)C)=O (4,5-Dibromo-2-(3,3,5,5-tetramethyl cyclohexyl)pyridazin-3-one), O1CCN(CC1)CCN (2-Morpholinoethyl amine). The product is BrC=1C(N(N=CC1NCCN1CCOCC1)C1CC(CC(C1)(C)C)(C)C)=O (4-Bromo-5-(2-morpholinoethyl)amino-2-(3,3,5,5-tetramethylcyclohexyl)pyridazin-3-one). As a reaction SMILES: [Br:1][C:2]1[C:3](=[O:19])[N:4]([CH:9]2[CH2:14][C:13]([CH3:16])([CH3:15])[CH2:12][C:11]([CH3:18])([CH3:17])[CH2:10]2)[N:5]=[CH:6][C:7]=1Br.[O:20]1[CH2:25][CH2:24][N:23]([CH2:26][CH2:27][NH2:28])[CH2:22][CH2:21]1>>[Br:1][C:2]1[C:3](=[O:19])[N:4]([CH:9]2[CH2:14][C:13]([CH3:16])([CH3:15])[CH2:12][C:11]([CH3:18])([CH3:17])[CH2:10]2)[N:5]=[CH:6][C:7]=1[NH:28][CH2:27][CH2:26][N:23]1[CH2:24][CH2:25][O:20][CH2:21][CH2:22]1. Procedure details: 4-Bromo-5-(2-morpholinoethyl)amino-2-(3,3,5,5-tetramethylcyclohexyl)pyridazin-3-one was prepared from 4,5-Dibromo-2-(3,3,5,5-tetramethyl cyclohexyl)pyridazin-3-one in a similar manner using 2-Morpholinoethyl amine (4 equivalents). 1H NMR (300 MHz CDCl3) 7.51 (s, 1H), 5.67 (m, 1H), 5.33 (m, 1H), 3.78 (m, 4H), 3.38 (m, 2H), 2.70 (m, 2H), 2.52 (m, 4H), 1.55 (m, 4H), 1.3 (m, 1H), 1.15 (m, 1H), 1.15 (s, 6H), 0.95 (s, 6H)